Dataset: the Open Reaction Database (ORD), a public repository of structured organic reaction records. Task: describe an organic reaction: reactants, conditions, products, and yield The solvent is ClC(C)Cl (dichloroethane), ClC(C)Cl (Dichloroethane). Starting materials: ClC1=C(NC=C1)C(=O)OC (methyl 3-chloro-1H-pyrrole-2-carboxylate), CN(C)C=O (DMF), O=P(Cl)(Cl)Cl (POCl3), CN(C)C=O (DMF). Product: ClC1=C(NC=C1C=O)C(=O)OC (Methyl 3-chloro-4-formyl-1H-pyrrole-2-carboxylate), ClC1=C(NC(=C1)C=O)C(=O)OC (methyl 3-chloro-5-formyl-1H-pyrrole-2-carboxylate). Yield: 27.0%. As a reaction SMILES: CN([CH:4]=[O:5])C.O=P(Cl)(Cl)Cl.[Cl:11][C:12]1[CH:16]=[CH:15][NH:14][C:13]=1[C:17]([O:19][CH3:20])=[O:18]>ClC(Cl)C>[Cl:11][C:12]1[C:16]([CH:4]=[O:5])=[CH:15][NH:14][C:13]=1[C:17]([O:19][CH3:20])=[O:18].[Cl:11][C:12]1[CH:16]=[C:15]([CH:4]=[O:5])[NH:14][C:13]=1[C:17]([O:19][CH3:20])=[O:18]. Reported procedure: DMF (0.579 mL, 1.48 mmol) was cooled to 0° C. under nitrogen. POCl3 (0.647 mL, 6.93 mmol) was added to the cold DMF and stirred at 0 oC, and a solid formed. Dichloroethane (2 mL) was added to the solid followed by the addition of methyl 3-chloro-1H-pyrrole-2-carboxylate (1.00 g, 6.26 mmol) in dichloroethane (2 mL). The reaction mixture was stirred for 10 minutes at 0° C. and heated to reflux until the starting material was no longer evident by TLC. The reaction mixture was cooled and partitioned...